This data is from the Open Reaction Database (ORD), a public repository of structured organic reaction records. The task is: describe an organic reaction: reactants, conditions, products, and yield Reactants: Cl.C1(CCCCC1)N(C(CCCOC=1C=C2CN3C(=NC2=CC1)NC(C3=C)=O)=O)C (N-cyclohexyl-N-methyl-4-(2-oxo-3-methylene-1,2,3,5-tetrahydroimidazo[2,1-b]quinazolin-7-yl)oxybutanamide HCl), C([O-])([O-])=O.[K+].[K+] (potassium carbonate). The solvent is CCOCC (ether). The product is C1(CCCCC1)N(C(CCCOC=1C=C2CN3C(=NC2=CC1)NC(C3=C)=O)=O)C (N-cyclohexyl-N-methyl-4-(2-oxo-3-methylene-1,2,3,5-tetrahydroimidazo[2,1-b]quinazolin-7-yl)oxybutanamide). Reaction SMILES: Cl.[CH:2]1([N:8]([CH3:30])[C:9](=[O:29])[CH2:10][CH2:11][CH2:12][O:13][C:14]2[CH:15]=[C:16]3[C:21](=[CH:22][CH:23]=2)[N:20]=[C:19]2[NH:24][C:25](=[O:28])[C:26](=[CH2:27])[N:18]2[CH2:17]3)[CH2:7][CH2:6][CH2:5][CH2:4][CH2:3]1.C(=O)([O-])[O-].[K+].[K+]>CCOCC>[CH:2]1([N:8]([CH3:30])[C:9](=[O:29])[CH2:10][CH2:11][CH2:12][O:13][C:14]2[CH:15]=[C:16]3[C:21](=[CH:22][CH:23]=2)[N:20]=[C:19]2[NH:24][C:25](=[O:28])[C:26](=[CH2:27])[N:18]2[CH2:17]3)[CH2:7][CH2:6][CH2:5][CH2:4][CH2:3]1 |f:0.1,2.3.4|. Procedure: 1.0 g of N-cyclohexyl-N-methyl-4-(2-oxo-3-methylene-1,2,3,5-tetrahydroimidazo[2,1-b]quinazolin-7-yl)oxybutanamide HCl suspended in 50 ml of ether is stirred with a twofold stoichiometric excess of dilute aqueous potassium carbonate solution until the salt is completely dissolved. The organic layer is then separated, washed twice with water, dried over magnesium sulfate and evaporated to yield N-cyclohexyl-N-methyl-4-(2-oxo-3-methylene-1,2,3,5-tetrahydroimidazo[2,1-b]quinazolin-7-yl)oxybutanamide... The solvent is N1=CC=CC=C1 (pyridine). Reaction conditions: temperature 80 celsius, time 16 hour. The reactants are ice water, N12CCN(CC1)CC2 (1,4-diazabicyclo(2,2,2)octane), C(C)N=C=S (ethyl isothiocyanate), FC1=CC=C(OC2=CC=C(OCCO)C=C2)C=C1 (2-[p-(p-fluorophenoxy)phenoxy]-ethanol). The product is FC1=CC=C(OC2=CC=C(OCCOC(NCC)=S)C=C2)C=C1 ([2-[p-(p-fluorophenoxy)phenoxy]-ethyl]N-ethylthiocarbamate). Reaction SMILES: N12CCN(CC1)CC2.[CH2:9]([N:11]=[C:12]=[S:13])[CH3:10].[F:14][C:15]1[CH:31]=[CH:30][C:18]([O:19][C:20]2[CH:29]=[CH:28][C:23]([O:24][CH2:25][CH2:26][OH:27])=[CH:22][CH:21]=2)=[CH:17][CH:16]=1>N1C=CC=CC=1>[F:14][C:15]1[CH:31]=[CH:30][C:18]([O:19][C:20]2[CH:29]=[CH:28][C:23]([O:24][CH2:25][CH2:26][O:27][C:12](=[S:13])[NH:11][CH2:9][CH3:10])=[CH:22][CH:21]=2)=[CH:17][CH:16]=1. Reported procedure: 50 mg of 1,4-diazabicyclo(2,2,2)octane and 0.9 g of ethyl isothiocyanate are added to a solution of 2.3 g of 2-[p-(p-fluorophenoxy)phenoxy]-ethanol in 10 ml of pyridine. The mixture is then allowed to stir at 80° C. for 16 hours. The cooled mixture is poured into 50 ml of ice/water and extracted three times with 80 ml of ethyl acetate each time. The extracts are washed twice with 50 ml of water each time and with 50 ml of sodium chloride solution. The extracts are dried over anhydrous sodium sul... Starting materials: O=C1N2CC(N3C(C=CC(N=C1)C32)=O)CN3CCC(CC3)NC(OC(C)(C)C)=O (1,1-dimethylethyl {1-[(3,8-dioxo-1,2,5a,8b-tetrahydro-3H,8H-2a,5,8a-triazaacenaphthylen-1-yl)methyl]-4-piperidinyl}carbamate), C(=O)(C(F)(F)F)O (TFA). The solvent is ClCCl (dichloromethane). Run at time 1 hour. The product is NC1CCN(CC1)CC1CN2C(C=NC3C=CC(N1C23)=O)=O (1-[(4-Amino-1-piperidinyl)methyl]-1,2,5a,8b-tetrahydro-3H,8H-2a,5,8a-triazaacenaphthylene-3,8-dione). Reaction SMILES: [O:1]=[C:2]1[CH:12]=[N:11][CH:10]2[CH:13]3[N:3]1[CH2:4][CH:5]([CH2:15][N:16]1[CH2:21][CH2:20][CH:19]([NH:22]C(=O)OC(C)(C)C)[CH2:18][CH2:17]1)[N:6]3[C:7](=[O:14])[CH:8]=[CH:9]2.C(O)(C(F)(F)F)=O>ClCCl>[NH2:22][CH:19]1[CH2:20][CH2:21][N:16]([CH2:15][CH:5]2[N:6]3[CH:13]4[CH:10]([CH:9]=[CH:8][C:7]3=[O:14])[N:11]=[CH:12][C:2](=[O:1])[N:3]4[CH2:4]2)[CH2:17][CH2:18]1. Procedure: A solution of 1,1-dimethylethyl {1-[(3,8-dioxo-1,2,5a,8b-tetrahydro-3H,8H-2a,5,8a-triazaacenaphthylen-1-yl)methyl]-4-piperidinyl}carbamate (37 mg, 0.092 mmol) in anhydrous dichloromethane (2 ml) was treated with TFA (1 ml) and stirred at room temperature for 1 hour, evaporated to dryness, mixed with anhydrous dichloromethane and evaporated to a dark gum. This gum was dissolved in 1:1 dichloromethane:methanol (10 ml) and treated with MP-carbonate resin (600 mg) and stirred for 1.5 hours. The reac... Starting materials: CC(=O)O, COc1cccc(CC(=O)N(C)CC(OC)OC)c1, ClCCl, Cl. The product is COc1ccc2c(c1)CC(=O)N(C)C=C2. RXN SMILES: [C:21]([OH:22])(=[O:23])[CH3:24].[CH3:2][O:3][CH:4]([CH2:5][N:6]([C:7]([CH2:8][c:9]1[cH:10][c:11]([O:15][CH3:16])[cH:12][cH:13][cH:14]1)=[O:17])[CH3:18])[O:19][CH3:20].[Cl:25][CH2:26][Cl:27].[ClH:1]>>[CH:4]1=[CH:5][N:6]([CH3:18])[C:7](=[O:17])[CH2:8][c:9]2[cH:10][c:11]([O:15][CH3:16])[cH:12][cH:13][c:14]21. Solvent: O1CCOCC1 (dioxane), C(=O)([O-])[O-].[Na+].[Na+] (Na2CO3). Reported procedure: A mixture of 1-[7-(2-chlorophenyl)-8-iodo-2-methylpyrazolo[1,5-a][1,3,5]triazin-4-yl]-3-ethylaminoazetidine-3-carboxylic acid amide (I-6A-1a; 50 mg, 0.098 mmol) and 4-cyanophenylboronic acid (22 mg, 0.15 mmol) in dioxane (0.8 ml) and 2M aqueous Na2CO3 (0.2 ml) was purged with nitrogen gas. Tetrakis(triphenylphosphine)palladium (12.5 mg, 0.01 mmol) was added and the mixture was heated at 68° C. for 4 days. After cooling to room temperature, the mixture was extracted from water with chloroform, th... Conditions: temperature 68 celsius. Reagents/catalysts: C=1C=CC(=CC1)[P](C=2C=CC=CC2)(C=3C=CC=CC3)[Pd]([P](C=4C=CC=CC4)(C=5C=CC=CC5)C=6C=CC=CC6)([P](C=7C=CC=CC7)(C=8C=CC=CC8)C=9C=CC=CC9)[P](C=1C=CC=CC1)(C=1C=CC=CC1)C=1C=CC=CC1 (Tetrakis(triphenylphosphine)palladium). The reactants are ClC1=C(C=CC=C1)C1=NN2C(N=C(N=C2N2CC(C2)(C(=O)N)NCC)C)=C1I (1-[7-(2-chlorophenyl)-8-iodo-2-methylpyrazolo[1,5-a][1,3,5]triazin-4-yl]-3-ethylaminoazetidine-3-carboxylic acid amide), C(#N)C1=CC=C(C=C1)B(O)O (4-cyanophenylboronic acid). The product is ClC1=C(C=CC=C1)C1=NN2C(N=C(N=C2N2CC(C2)(C(=O)N)NCC)C)=C1C1=CC=C(C=C1)C#N (1-[7-(2-Chlorophenyl)-8-(4-cyanophenyl)-2-methylpyrazolo[1,5-a][1,3,5]triazin-4-yl]-3-ethylaminoazetidine-3-carboxylic Acid Amide). Reaction SMILES: [Cl:1][C:2]1[CH:7]=[CH:6][CH:5]=[CH:4][C:3]=1[C:8]1[C:27](I)=[C:11]2[N:12]=[C:13]([CH3:26])[N:14]=[C:15]([N:16]3[CH2:19][C:18]([NH:23][CH2:24][CH3:25])([C:20]([NH2:22])=[O:21])[CH2:17]3)[N:10]2[N:9]=1.[C:29]([C:31]1[CH:36]=[CH:35][C:34](B(O)O)=[CH:33][CH:32]=1)#[N:30]>O1CCOCC1.C([O-])([O-])=O.[Na+].[Na+].C1C=CC([P]([Pd]([P](C2C=CC=CC=2)(C2C=CC=CC=2)C2C=CC=CC=2)([P](C2C=CC=CC=2)(C2C=CC=CC=2)C2C=CC=CC=2)[P](C2C=CC=CC=2)(C2C=CC=CC=2)C2C=CC=CC=2)(C2C=CC=CC=2)C2C=CC=CC=2)=CC=1>[Cl:1][C:2]1[CH:7]=[CH:6][CH:5]=[CH:4][C:3]=1[C:8]1[C:27]([C:34]2[CH:35]=[CH:36][C:31]([C:29]#[N:30])=[CH:32][CH:33]=2)=[C:11]2[N:12]=[C:13]([CH3:26])[N:14]=[C:15]([N:16]3[CH2:19][C:18]([NH:23][CH2:24][CH3:25])([C:20]([NH2:22])=[O:21])[CH2:17]3)[N:10]2[N:9]=1 |f:3.4.5,^1:55,57,76,95|. The reactants are C1CCOC1, COc1ccc(-c2cc3cc(OC)cc(C(=O)N(C)OC)c3o2)cc1, [Li]C, CO, Cl. Product: COc1ccc(-c2cc3cc(OC)cc(C(C)=O)c3o2)cc1. Reaction SMILES: [CH2:31]1[O:32][CH2:33][CH2:34][CH2:35]1.[CH3:1][O:2][N:3]([C:4](=[O:5])[c:6]1[cH:7][c:8]([O:23][CH3:24])[cH:9][c:10]2[cH:11][c:12](-[c:15]3[cH:16][cH:17][c:18]([O:21][CH3:22])[cH:19][cH:20]3)[o:13][c:14]12)[CH3:25].[CH3:26][Li:27].[CH3:29][OH:30].[ClH:28]>>[C:4](=[O:5])([c:6]1[cH:7][c:8]([O:23][CH3:24])[cH:9][c:10]2[cH:11][c:12](-[c:15]3[cH:16][cH:17][c:18]([O:21][CH3:22])[cH:19][cH:20]3)[o:13][c:14]12)[CH3:26]. Reactants: [BH4-], CCO, [Na+], C(=NC1CCN(C(c2ccccc2)c2ccccc2)CC1)c1ccncc1. Product: c1ccc(C(c2ccccc2)N2CCC(NCc3ccncc3)CC2)cc1. Reaction SMILES: [BH4-:28].[CH3:30][CH2:31][OH:32].[Na+:29].[c:1]1([CH:7]([N:8]2[CH2:9][CH2:10][CH:11]([N:14]=[CH:15][c:16]3[cH:17][cH:18][n:19][cH:20][cH:21]3)[CH2:12][CH2:13]2)[c:22]2[cH:23][cH:24][cH:25][cH:26][cH:27]2)[cH:2][cH:3][cH:4][cH:5][cH:6]1>>[c:1]1([CH:7]([N:8]2[CH2:9][CH2:10][CH:11]([NH:14][CH2:15][c:16]3[cH:17][cH:18][n:19][cH:20][cH:21]3)[CH2:12][CH2:13]2)[c:22]2[cH:23][cH:24][cH:25][cH:26][cH:27]2)[cH:2][cH:3][cH:4][cH:5][cH:6]1.